This data is from the Open Reaction Database (ORD), a public repository of structured organic reaction records. The task is: describe an organic reaction: reactants, conditions, products, and yield Starting materials: C1(CC1)S(=O)(=O)C1=CC=C(C=C1)C(CC1CCOCC1)C1=CC=C(N1)C1=CC=C(C=N1)C(=O)O (6-(5-{1-[4-(cyclopropylsulfonyl)phenyl]-2-(tetrahydro-2H-pyran-4-yl)ethyl}-1H-pyrrol-2-yl)pyridine-3-carboxylic acid), NCC(C)(O)C (1-amino-2-methyl-propan-2-ol), Cl.CN(CCCN=C=NCC)C (N-[3-(dimethylamino)propyl]-N′-ethylcarbodiimide hydrochloride), ON1N=NC2=C1C=CC=C2 (1-hydroxybenzotriazole). The solvent is CN(C=O)C (N,N-dimethylformamide), C(C)N(CC)CC (triethylamine), O (Water). Run at time 16 hour. The product is C1(CC1)S(=O)(=O)C1=CC=C(C=C1)C(CC1CCOCC1)C1=CC=C(N1)C1=CC=C(C=N1)C(=O)NCC(C)(C)O (6-(5-[1-[4-(cyclopropylsulfonyl)phenyl]-2-(tetrahydro-2H-pyran-4-yl)ethyl]-1H-pyrrol-2-yl)-N-(2-hydroxy-2-methylpropyl)pyridine-3-carboxamide). Isolated yield 53.5%. As a reaction SMILES: [CH:1]1([S:4]([C:7]2[CH:12]=[CH:11][C:10]([CH:13]([C:21]3[NH:25][C:24]([C:26]4[N:31]=[CH:30][C:29]([C:32]([OH:34])=O)=[CH:28][CH:27]=4)=[CH:23][CH:22]=3)[CH2:14][CH:15]3[CH2:20][CH2:19][O:18][CH2:17][CH2:16]3)=[CH:9][CH:8]=2)(=[O:6])=[O:5])[CH2:3][CH2:2]1.[NH2:35][CH2:36][C:37]([CH3:40])([OH:39])[CH3:38].Cl.CN(C)CCCN=C=NCC.ON1C2C=CC=CC=2N=N1>CN(C)C=O.O.C(N(CC)CC)C>[CH:1]1([S:4]([C:7]2[CH:12]=[CH:11][C:10]([CH:13]([C:21]3[NH:25][C:24]([C:26]4[N:31]=[CH:30][C:29]([C:32]([NH:35][CH2:36][C:37]([OH:39])([CH3:40])[CH3:38])=[O:34])=[CH:28][CH:27]=4)=[CH:23][CH:22]=3)[CH2:14][CH:15]3[CH2:16][CH2:17][O:18][CH2:19][CH2:20]3)=[CH:9][CH:8]=2)(=[O:6])=[O:5])[CH2:2][CH2:3]1 |f:2.3|. Reported procedure: To a solution of 6-(5-{1-[4-(cyclopropylsulfonyl)phenyl]-2-(tetrahydro-2H-pyran-4-yl)ethyl}-1H-pyrrol-2-yl)pyridine-3-carboxylic acid (0.205 g) in N,N-dimethylformamide (5 mL) were added 1-amino-2-methyl-propan-2-ol (76 mg), triethylamine (0.18 mL), N-[3-(dimethylamino)propyl]-N′-ethylcarbodiimide hydrochloride (123 mg) and 1-hydroxybenzotriazole (98 mg), and the mixture was stirred at room temperature for 16 hr. Water was added to the reaction mixture, and the mixture was extracted with ethyl a... The reactants are CN1C(=NC2=CC=CC(=C2C1=O)C)S (3,5-dimethyl-2-mercapto-4(3H)quinazolinone), BrCC1=CC=C(C(=O)C2=CC=C(C=C2)CBr)C=C1 (4,4'-bis (bromomethyl)benzophenone), C=1C=CC(=CC1)N2CCNCC2 (phenylpiperazine), [OH-].[Na+].O (sodium hydroxide water). Solvent: CN(C)C=O (DMF). The product is CN1C(=NC2=CC=CC(=C2C1=O)C)SCC1=CC=C(C=C1)C(C1=CC=C(C=C1)CN1CCN(CC1)C1=CC=CC=C1)=O (3,5-Dimethyl-2-[4-[4-(4-phenylpiperazinylmethyl)benzoyl]benzylthio]-4-(3H)-quinazolinone). The yield is 13.6%. RXN SMILES: [CH3:1][N:2]1[C:11](=[O:12])[C:10]2[C:5](=[CH:6][CH:7]=[CH:8][C:9]=2[CH3:13])[N:4]=[C:3]1[SH:14].Br[CH2:16][C:17]1[CH:32]=[CH:31][C:20]([C:21]([C:23]2[CH:28]=[CH:27][C:26]([CH2:29]Br)=[CH:25][CH:24]=2)=[O:22])=[CH:19][CH:18]=1.[CH:33]1[CH:34]=[CH:35][C:36]([N:39]2[CH2:44][CH2:43][NH:42][CH2:41][CH2:40]2)=[CH:37][CH:38]=1.[OH-].[Na+].O>CN(C=O)C>[CH3:1][N:2]1[C:11](=[O:12])[C:10]2[C:5](=[CH:6][CH:7]=[CH:8][C:9]=2[CH3:13])[N:4]=[C:3]1[S:14][CH2:16][C:17]1[CH:32]=[CH:31][C:20]([C:21](=[O:22])[C:23]2[CH:28]=[CH:27][C:26]([CH2:29][N:42]3[CH2:43][CH2:44][N:39]([C:36]4[CH:37]=[CH:38][CH:33]=[CH:34][CH:35]=4)[CH2:40][CH2:41]3)=[CH:25][CH:24]=2)=[CH:19][CH:18]=1 |f:3.4.5|. Reported procedure: A solution of 3,5-dimethyl-2-mercapto-4(3H)quinazolinone (1.03 g), 4,4'-bis (bromomethyl)benzophenone (1.75 g), phenylpiperazine (810 mg), and 1N-sodium hydroxide/water (5.5 ml) in DMF (35 ml) was stirred at 60° C. for 1 hour. This reaction mixture was concentrated and the residue was dissolved in ethyl acetate, washed with water, dried, and concentrated. The residue was purified by silica gel column chromatography (hexane: ethyl acetate: chloroform=4:1:1) and crystallized from isopropyl ether t... Yields the product N#Cc1nc(N2CCNCC2)nc(N2CCS(=O)(=O)CC2)c1Cl. Reaction SMILES: [CH2:23]1[CH2:24][NH:25][CH2:26][CH2:27][NH:28]1.[Cl:1][c:2]1[c:3]([N:15]2[CH2:16][CH2:17][S:18](=[O:21])(=[O:22])[CH2:19][CH2:20]2)[n:4][c:5]([S:10]([CH2:11][CH3:12])(=[O:13])=[O:14])[n:6][c:7]1[C:8]#[N:9].[O:29]1[CH2:30][CH2:31][O:32][CH2:33][CH2:34]1>>[Cl:1][c:2]1[c:3]([N:15]2[CH2:16][CH2:17][S:18](=[O:21])(=[O:22])[CH2:19][CH2:20]2)[n:4][c:5]([N:25]2[CH2:24][CH2:23][NH:28][CH2:27][CH2:26]2)[n:6][c:7]1[C:8]#[N:9]. Reactants: C1CNCCN1, CCS(=O)(=O)c1nc(C#N)c(Cl)c(N2CCS(=O)(=O)CC2)n1, C1COCCO1. Reactants: Brc1cscn1, CCOC(C)=O, COCCOC, COc1ccc(B(O)O)cc1C=O, [Na+], [Na+], O=C([O-])[O-], O, c1ccc(P(c2ccccc2)(c2ccccc2)[Pd](P(c2ccccc2)(c2ccccc2)c2ccccc2)(P(c2ccccc2)(c2ccccc2)c2ccccc2)P(c2ccccc2)(c2ccccc2)c2ccccc2)cc1. RXN SMILES: [Br:14][c:15]1[n:16][cH:17][s:18][cH:19]1.[CH3:104][CH2:105][O:106][C:107](=[O:108])[CH3:109].[CH3:110][O:111][CH2:112][CH2:113][O:114][CH3:115].[CH:1](=[O:2])[c:3]1[cH:4][c:5]([B:11]([OH:12])[OH:13])[cH:6][cH:7][c:8]1[O:9][CH3:10].[Na+:20].[Na+:21].[O-:22][C:23](=[O:24])[O-:25].[OH2:103].[cH:26]1[cH:27][cH:28][c:29]([P:30]([Pd:31]([P:32]([c:33]2[cH:34][cH:35][cH:36][cH:37][cH:38]2)([c:39]2[cH:40][cH:41][cH:42][cH:43][cH:44]2)[c:45]2[cH:46][cH:47][cH:48][cH:49][cH:50]2)([P:51]([c:52]2[cH:53][cH:54][cH:55][cH:56][cH:57]2)([c:58]2[cH:59][cH:60][cH:61][cH:62][cH:63]2)[c:64]2[cH:65][cH:66][cH:67][cH:68][cH:69]2)[P:70]([c:71]2[cH:72][cH:73][cH:74][cH:75][cH:76]2)([c:77]2[cH:78][cH:79][cH:80][cH:81][cH:82]2)[c:83]2[cH:84][cH:85][cH:86][cH:87][cH:88]2)([c:89]2[cH:90][cH:91][cH:92][cH:93][cH:94]2)[c:95]2[cH:96][cH:97][cH:98][cH:99][cH:100]2)[cH:101][cH:102]1>>[CH:1](=[O:2])[c:3]1[cH:4][c:5](-[c:15]2[n:16][cH:17][s:18][cH:19]2)[cH:6][cH:7][c:8]1[O:9][CH3:10]. Product: COc1ccc(-c2cscn2)cc1C=O. Starting materials: ClC1=CC(=C(C=C1C)S)C (4-chloro-2,5-dimethylbenzenethiol), NC(CO)(C)C (2-amino-2-methylpropanol), C(CC)(=O)O (propionic acid). Run in C1(=CC=CC=C1)C (toluene). Product: ClC1=CC(=C(C=C1C)SCC(C)(C)NC(CC)=O)C (N-[2-(4-chloro-2,5-xylylthio)-1,1-dimethylethyl] propionamide). RXN SMILES: [Cl:1][C:2]1[C:7]([CH3:8])=[CH:6][C:5]([SH:9])=[C:4]([CH3:10])[CH:3]=1.[NH2:11][C:12]([CH3:16])([CH3:15])[CH2:13]O.[C:17](O)(=[O:20])[CH2:18][CH3:19]>C1(C)C=CC=CC=1>[Cl:1][C:2]1[C:7]([CH3:8])=[CH:6][C:5]([S:9][CH2:13][C:12]([NH:11][C:17](=[O:20])[CH2:18][CH3:19])([CH3:16])[CH3:15])=[C:4]([CH3:10])[CH:3]=1. Reported procedure: A mixture of 4-chloro-2,5-dimethylbenzenethiol (17.25 g), 2-amino-2-methylpropanol (8.9 g), propionic acid (7.4 g) and toluene (50 ml) was reacted to give a solid which was recrystallised from petroleum ether, b.p. 60-80° C. to give N-[2-(4-chloro-2,5-xylylthio)-1,1-dimethylethyl] propionamide, m.p. 78-81° C. This product (15.0 g) and concentrated hydrochloric acid (18 ml) were boiled under reflux for 25 hours give an oil which was purified by flash column chromatography on silica using ethyl ac... Starting materials: CN(C)CCCl, CN(C)C=O, [H-], [Na+], O=[N+]([O-])c1cccc(O)c1. As a reaction SMILES: [CH3:13][N:14]([CH2:15][CH2:16][Cl:17])[CH3:18].[CH3:19][N:20]([CH3:21])[CH:22]=[O:23].[H-:11].[Na+:12].[OH:1][c:2]1[cH:3][cH:4][cH:5][c:6]([N+:8]([O-:9])=[O:10])[cH:7]1>>[O:1]([c:2]1[cH:3][cH:4][cH:5][c:6]([N+:8]([O-:9])=[O:10])[cH:7]1)[CH2:16][CH2:15][N:14]([CH3:13])[CH3:18]. The product is CN(C)CCOc1cccc([N+](=O)[O-])c1. The reactants are NC=1C=C(CNC(=O)C2CC2)C=CC1Cl (N-(3-amino-4-chlorobenzyl)cyclopropanecarboxamide), N(=O)[O-].[Na+] (sodium nitrite), [OH-].[Na+] (NaOH), stannous chloride. Run in Cl (HCl), O (water), Cl (HCl). Reaction conditions: time 30 minute. The product is ClC1=C(C=C(CNC(=O)C2CC2)C=C1)NN (N-(4-chloro-3-hydrazinylbenzyl)cyclopropanecarboxamide). The yield is 75.0%. Reaction SMILES: [NH2:1][C:2]1[CH:3]=[C:4]([CH:12]=[CH:13][C:14]=1[Cl:15])[CH2:5][NH:6][C:7]([CH:9]1[CH2:11][CH2:10]1)=[O:8].[N:16]([O-])=O.[Na+].[OH-].[Na+]>Cl.O>[Cl:15][C:14]1[CH:13]=[CH:12][C:4]([CH2:5][NH:6][C:7]([CH:9]2[CH2:11][CH2:10]2)=[O:8])=[CH:3][C:2]=1[NH:1][NH2:16] |f:1.2,3.4|. Procedure details: To a cold solution of N-(3-amino-4-chlorobenzyl)cyclopropanecarboxamide (2.00 g, 8.90 mmol) in conc. HCl (25 mL) was added aqueous solution of sodium nitrite (0.676 g, 9.7 mmol) at −20° C. to −25° C. The reaction mass was stirred at −20° C. to −25° C. for 30 min, followed by addition of stannous chloride solution (5.0 g, 22.2 mmol) in conc. HCl slowly. The reaction mass was stirred at −20° C. to −25° C. for 1 h. The reaction mass was basified with aqueous NaOH at below 0° C. The reaction mass wa...